This data is from the Open Reaction Database (ORD), a public repository of structured organic reaction records. The task is: describe an organic reaction: reactants, conditions, products, and yield RXN SMILES: [CH3:1][N:2]([C:14]1[C:23]([CH3:24])=[CH:22][C:21]2[C:20]([CH3:25])=[CH:19][CH2:18][C:17]([CH3:27])([CH3:26])[C:16]=2[CH:15]=1)[C:3]1[CH:13]=[CH:12][C:6]([C:7]([O:9][CH2:10][CH3:11])=[O:8])=[CH:5][CH:4]=1.[CH3:28]C1C=CC(C(OCC)=O)=C(NC2C(C)=CC3C(C)=CCC(C)(C)C=3C=2)C=1.C(O)C.[OH-].[K+]>O>[CH2:1]([N:2]([C:14]1[C:23]([CH3:24])=[CH:22][C:21]2[C:20]([CH3:25])=[CH:19][CH2:18][C:17]([CH3:26])([CH3:27])[C:16]=2[CH:15]=1)[C:3]1[CH:4]=[CH:5][C:6]([C:7]([O:9][CH2:10][CH3:11])=[O:8])=[CH:12][CH:13]=1)[CH3:28] |f:3.4|. Procedure details: Following previously described General Procedure E, to a solution of ethyl 4-[methyl-(3,5,8,8-tetramethyl-7,8-dihydronaphthalen-2-yl)amino]benzoate (Compound 40, 0.05 g, 0.14 mmol) and 2 mL of absolute ethyl alcohol was added aqueous 5 M KOH (0.3 mL). The resulting solution was heated in an 60° C. bath for 24 h. The solution was cooled to room temperature, diluted with water and washed once with 2:1 hexane:ethyl acetate solution, and the layers were separated. The aqueous layer was acidified wit... The yield is 92.0%. Starting materials: CN(C1=CC=C(C(=O)OCC)C=C1)C1=CC=2C(CC=C(C2C=C1C)C)(C)C (ethyl 4-[methyl-(3,5,8,8-tetramethyl-7,8-dihydronaphthalen-2-yl)amino]benzoate), CC1=CC(=C(C(=O)OCC)C=C1)NC1=CC=2C(CC=C(C2C=C1C)C)(C)C (Ethyl 4-methyl(3,5,8,8-tetramethyl-7,8-dihydronaphthalen-2-ylamino]benzoate), C(C)O (ethyl alcohol), [OH-].[K+] (KOH). The solvent is O (water). Run at temperature 60 celsius. Yields the product C(C)N(C1=CC=C(C(=O)OCC)C=C1)C1=CC=2C(CC=C(C2C=C1C)C)(C)C (Ethyl 4-[ethyl(3,5,8,8-tetramethyl-7,8-dihydronaphthalen-2-yl)amino]benzoate). Reactants: N1(CCCCCC1)C1=NC(=NC(=N1)Cl)N[C@H]1CC[C@H](CC1)C(=O)O (cis-4-(4-(azepan-1-yl)-6-chloro-1,3,5-triazin-2-ylamino)cyclohexanecarboxylic acid), CN (methylamine), Cl (HCl). Run in CC#N.O (CH3CN H2O). Run at temperature 80 celsius. Yields the product N1(CCCCCC1)C1=NC(=NC(=N1)NC)N[C@H]1CC[C@H](CC1)C(=O)O (cis-4-(4-(azepan-1-yl)-6-(methylamino)-1,3,5-triazin-2-ylamino) cyclohexanecarboxylic acid). Reaction SMILES: [N:1]1([C:8]2[N:13]=[C:12](Cl)[N:11]=[C:10]([NH:15][C@@H:16]3[CH2:21][CH2:20][C@H:19]([C:22]([OH:24])=[O:23])[CH2:18][CH2:17]3)[N:9]=2)[CH2:7][CH2:6][CH2:5][CH2:4][CH2:3][CH2:2]1.[CH3:25][NH2:26].Cl>CC#N.O>[N:1]1([C:8]2[N:13]=[C:12]([NH:26][CH3:25])[N:11]=[C:10]([NH:15][C@@H:16]3[CH2:21][CH2:20][C@H:19]([C:22]([OH:24])=[O:23])[CH2:18][CH2:17]3)[N:9]=2)[CH2:7][CH2:6][CH2:5][CH2:4][CH2:3][CH2:2]1 |f:3.4|. Reported procedure: To the solution of crude cis-4-(4-(azepan-1-yl)-6-chloro-1,3,5-triazin-2-ylamino)cyclohexanecarboxylic acid (0.77 mmol) in CH3CN/H2O (1/1, 20 ml) was added methylamine (0.4 ml, 6 equivalents). The reaction mixture was heated at 80° C. overnight. The reaction solution was acidified with 6N HCl. The solution was condensed to give the crude product, which was further purified by RP-HPLC (Luna 5μ C8(2), 100×21 mm, 15-60% CH3CN/H2O, 0.1% TFA, 17 min) to give the product (29 mg). MS (ES+): m/e 349.33 ... Starting materials: CCN=C=NCCCN(C)C, CC#N, Cl, Cl, O=C(O)Cc1cccc(OC(F)(F)F)c1, C1CCC2=NCCCN2CC1, NCc1cccc2c1C(=O)N(C1CCC(=O)NC1=O)C2=O, On1nnc2ccccc21. Yields the product O=C(Cc1cccc(OC(F)(F)F)c1)NCc1cccc2c1C(=O)N(C1CCC(=O)NC1=O)C2=O. As a reaction SMILES: [CH3:60][N:61]([CH3:62])[CH2:63][CH2:64][CH2:65][N:66]=[C:67]=[N:68][CH2:69][CH3:70].[CH3:71][C:72]#[N:73].[ClH:1].[ClH:59].[F:44][C:45]([O:46][c:47]1[cH:48][c:49]([CH2:53][C:54](=[O:55])[OH:56])[cH:50][cH:51][cH:52]1)([F:57])[F:58].[N:23]12[CH2:24][CH2:25][CH2:26][N:27]=[C:28]1[CH2:29][CH2:30][CH2:31][CH2:32][CH2:33]2.[NH2:2][CH2:3][c:4]1[c:5]2[c:9]([cH:10][cH:11][cH:12]1)[C:8](=[O:13])[N:7]([CH:14]1[C:15](=[O:21])[NH:16][C:17](=[O:20])[CH2:18][CH2:19]1)[C:6]2=[O:22].[OH:34][n:35]1[c:36]2[cH:37][cH:38][cH:39][cH:40][c:41]2[n:42][n:43]1>>[NH:2]([CH2:3][c:4]1[c:5]2[c:9]([cH:10][cH:11][cH:12]1)[C:8](=[O:13])[N:7]([CH:14]1[C:15](=[O:21])[NH:16][C:17](=[O:20])[CH2:18][CH2:19]1)[C:6]2=[O:22])[C:54]([CH2:53][c:49]1[cH:48][c:47]([O:46][C:45]([F:44])([F:57])[F:58])[cH:52][cH:51][cH:50]1)=[O:55]. Reactants: [OH-].[Na+] (sodium hydroxide), CN1CCN(CC1)CC1=CC(=C(C(=O)NCCCCN2CCC(=CC2)C2=CC=CC=C2)C=C1)[N+](=O)[O-] (4-(4-methylpiperazin-1-ylmethyl)-2-nitro-N-[4-(4-phenyl-1,2,3,6-tetrahydropyridin-1-yl)butyl]benzamide), C(C)O (ethanol), [Sn](Cl)Cl (tin (II) chloride). Run in C(Cl)(Cl)Cl (chloroform), O1CCCC1 (tetrahydrofuran). The product is NC1=C(C(=O)NCCCCN2CCC(=CC2)C2=CC=CC=C2)C=CC(=C1)CN1CCN(CC1)C (2-amino-4-(4-methylpiperazin-1-ylmethyl)-N-[4-(4-phenyl-1,2,3,6-tetrahydropyridin 1-yl)butyl]benzamide). The yield is 126.8%. Reaction SMILES: [CH3:1][N:2]1[CH2:7][CH2:6][N:5]([CH2:8][C:9]2[CH:33]=[CH:32][C:12]([C:13]([NH:15][CH2:16][CH2:17][CH2:18][CH2:19][N:20]3[CH2:25][CH:24]=[C:23]([C:26]4[CH:31]=[CH:30][CH:29]=[CH:28][CH:27]=4)[CH2:22][CH2:21]3)=[O:14])=[C:11]([N+:34]([O-])=O)[CH:10]=2)[CH2:4][CH2:3]1.C(O)C.[Sn](Cl)Cl.[OH-].[Na+]>C(Cl)(Cl)Cl.O1CCCC1>[NH2:34][C:11]1[CH:10]=[C:9]([CH2:8][N:5]2[CH2:6][CH2:7][N:2]([CH3:1])[CH2:3][CH2:4]2)[CH:33]=[CH:32][C:12]=1[C:13]([NH:15][CH2:16][CH2:17][CH2:18][CH2:19][N:20]1[CH2:21][CH:22]=[C:23]([C:26]2[CH:31]=[CH:30][CH:29]=[CH:28][CH:27]=2)[CH2:24][CH2:25]1)=[O:14] |f:3.4|. Reported procedure: To a stirred mixture of 4-(4-methylpiperazin-1-ylmethyl)-2-nitro-N-[4-(4-phenyl-1,2,3,6-tetrahydropyridin-1-yl)butyl]benzamide (0.21 g), ethanol (5 ml) and dry tetrahydrofuran (10 ml) was added tin (II) chloride (0.33 g) and the mixture was refluxed for 1 hour. After cooling, chloroform (15 ml) and 1N sodium hydroxide (25 ml) were added and the mixture was stirred. The organic layer was separated and the remained aqueous layer was extracted with chloroform. The organic layer and extract were com...